This data is from the Open Reaction Database (ORD), a public repository of structured organic reaction records. The task is: describe an organic reaction: reactants, conditions, products, and yield Starting materials: OC1=C(CC(CC1)(C(=O)OC)C1=CC=C(C=C1)C(F)(F)F)C(=O)OC (Dimethyl 4-hydroxy-1-(4-trifluoromethylphenyl)-3-cyclohexene-1,3-dicarboxylate), C(C)(=O)OCC (ethyl acetate), Cl (hydrochloric acid), [OH-].[K+] (potassium hydroxide). Run in C1CCOC1 (THF), CO (methanol), O (water). Run at temperature 100 celsius, time 8 hour. Product: O=C1CCC(CC1)(C(=O)OC)C1=CC=C(C=C1)C(F)(F)F (methyl 4-oxo-1-(4-trifluoromethylphenyl)cyclohexanecarboxylate). Isolated yield 28.7%. RXN SMILES: [OH:1][C:2]1[CH2:7][CH2:6][C:5]([C:12]2[CH:17]=[CH:16][C:15]([C:18]([F:21])([F:20])[F:19])=[CH:14][CH:13]=2)([C:8]([O:10][CH3:11])=[O:9])[CH2:4][C:3]=1C(OC)=O.[OH-].[K+].C(OCC)(=O)C.Cl>C1COCC1.CO.O>[O:1]=[C:2]1[CH2:7][CH2:6][C:5]([C:12]2[CH:13]=[CH:14][C:15]([C:18]([F:19])([F:20])[F:21])=[CH:16][CH:17]=2)([C:8]([O:10][CH3:11])=[O:9])[CH2:4][CH2:3]1 |f:1.2|. Reported procedure: Dimethyl 4-hydroxy-1-(4-trifluoromethylphenyl)-3-cyclohexene-1,3-dicarboxylate (1.13 g) was dissolved in a mixed solvent of THF (3 mL) and methanol (3 mL). A 1 N potassium hydroxide solution (1.89 mL) was added and the mixture was stirred at 100° C. for eight hours. After leaving to cool, ethyl acetate and water were added to the reaction solution, followed by neutralization with 1 N hydrochloric acid. The organic layer was separated, washed with brine and then dried over anhydrous sodium sulfat... Starting materials: C(C)C(COC(CCSC1=CC=C2C(=CC=3N(C2=C1)C=CN3)C3=CC=CC=C3)=O)CCCC (3-(5-Phenyl-imidazo[1,2-a]quinolin-8-ylsulfanyl)-propionic acid 2-ethyl-hexyl ester), N#N (N2), N#N (N2), COC(=O)C1(CCOCC1)C1=CC(=CC=C1)Br (4-(3-bromo-phenyl)-tetrahydro-pyran-4-carboxylic acid methyl ester), C1(=CC=CC=C1)P(C1=CC=CC=2C(C3=CC=CC(=C3OC12)P(C1=CC=CC=C1)C1=CC=CC=C1)(C)C)C1=CC=CC=C1 (4,5-bis(diphenylphosphino)-9,9-dimethylxanthene), CCN(C(C)C)C(C)C (iPr2NEt), CC(C)([O-])C.[K+] (Potassium tert-butoxide). The reagents and catalysts are C=1C=CC(=CC1)/C=C/C(=O)/C=C/C2=CC=CC=C2.C=1C=CC(=CC1)/C=C/C(=O)/C=C/C2=CC=CC=C2.C=1C=CC(=CC1)/C=C/C(=O)/C=C/C2=CC=CC=C2.[Pd].[Pd] (Pd2dba3). The solvent is O1CCOCC1 (1,4-dioxane). Reaction conditions: temperature 0 celsius, time 5 minute. Product: COC(=O)C1(CCOCC1)C1=CC(=CC=C1)SC1=CC=C2C(=CC=3N(C2=C1)C=CN3)C3=CC=CC=C3 (4-[3-(5-Phenyl-imidazo[1,2-a]quinolin-8-ylsulfanyl)-phenyl]-tetrahydro-pyran-4-carboxylic acid methyl ester). RXN SMILES: C(C(CCCC)COC(=O)C[CH2:8][S:9][C:10]1[CH:19]=[C:18]2[C:13]([C:14]([C:23]3[CH:28]=[CH:27][CH:26]=[CH:25][CH:24]=3)=[CH:15][C:16]3[N:17]2[CH:20]=[CH:21][N:22]=3)=[CH:12][CH:11]=1)C.N#N.CC(C)([O-])C.[K+].[CH3:42][O:43][C:44]([C:46]1([C:52]2[CH:57]=C[CH:55]=[C:54](Br)[CH:53]=2)[CH2:51][CH2:50][O:49][CH2:48][CH2:47]1)=[O:45].C1(P(C2C=CC=CC=2)C2C3OC4C(=CC=CC=4P(C4C=CC=CC=4)C4C=CC=CC=4)C(C)(C)C=3C=CC=2)C=CC=CC=1.CCN(C(C)C)C(C)C>O1CCOCC1.C1C=CC(/C=C/C(/C=C/C2C=CC=CC=2)=O)=CC=1.C1C=CC(/C=C/C(/C=C/C2C=CC=CC=2)=O)=CC=1.C1C=CC(/C=C/C(/C=C/C2C=CC=CC=2)=O)=CC=1.[Pd].[Pd]>[CH3:42][O:43][C:44]([C:46]1([C:52]2[CH:53]=[CH:54][CH:55]=[C:8]([S:9][C:10]3[CH:19]=[C:18]4[C:13]([C:14]([C:23]5[CH:28]=[CH:27][CH:26]=[CH:25][CH:24]=5)=[CH:15][C:16]5[N:17]4[CH:20]=[CH:21][N:22]=5)=[CH:12][CH:11]=3)[CH:57]=2)[CH2:47][CH2:48][O:49][CH2:50][CH2:51]1)=[O:45] |f:2.3,8.9.10.11.12|. Procedure: 1x (200 mg, 0.43 mmol) in 1,4-dioxane (5 mL) was degassed with N2 for 10 minutes and cooled to 0° C. Potassium tert-butoxide (73 mg, 0.65 mmol) was added, and the mixture was stirred at room temperature for 5 minutes. The solution was degassed with N2 for another 5 minutes while 4-(3-bromo-phenyl)-tetrahydro-pyran-4-carboxylic acid methyl ester (1y, 130 mg, 0.43 mmol), Pd2dba3 (10 mg, 0.01 mmol), 4,5-bis(diphenylphosphino)-9,9-dimethylxanthene (11 mg, 0.02 mmol), and iPr2NEt (0.15 mL, 0.87 mmol)... Reactants: O=CO, Ic1ncc(I)c(I)n1, [K+], N#C[S-]. Product: N#CSc1nc(I)ncc1I. RXN SMILES: [CH:14]([OH:15])=[O:16].[I:1][c:2]1[n:3][cH:4][c:5]([I:9])[c:6]([I:8])[n:7]1.[K+:10].[S-:11][C:12]#[N:13]>>[I:1][c:2]1[n:3][cH:4][c:5]([I:9])[c:6]([S:11][C:12]#[N:13])[n:7]1. Starting materials: CC(=O)c1ccc(C#N)cc1, C[Mg+], [Cl-], C1CCOC1. Product: CC(C)(O)c1ccc(C#N)cc1. RXN SMILES: [C:1]([CH3:2])(=[O:3])[c:4]1[cH:5][cH:6][c:7]([C:8]#[N:9])[cH:10][cH:11]1.[CH3:13][Mg+:14].[Cl-:12].[O:15]1[CH2:16][CH2:17][CH2:18][CH2:19]1>>[C:1]([CH3:2])([OH:3])([c:4]1[cH:5][cH:6][c:7]([C:8]#[N:9])[cH:10][cH:11]1)[CH3:13]. Reactants: OC1=CC=C2CCC(C2=C1O)CCNC(CCC)=O (N-[2-(6,7-dihydroxyindan-1-yl)ethyl]butyramide), BrCBr (dibromomethane), C([O-])([O-])=O.[K+].[K+] (potassium carbonate), Cl (hydrochloric acid). Reagents/catalysts: [Cu]=O (copper-(II) oxide). Run in CN(C=O)C (N,N-dimethylformamide), O (water). Product: O1COC2=C1C=1C(CCC1C=C2)CCNC(CCC)=O (N-[2-(7,8-dihydro-6H-indeno[4,5-d]-1,3-dioxol-8-yl)ethyl]butyramide). The yield is 66.5%. Reaction SMILES: [OH:1][C:2]1[C:10]([OH:11])=[C:9]2[C:5]([CH2:6][CH2:7][CH:8]2[CH2:12][CH2:13][NH:14][C:15](=[O:19])[CH2:16][CH2:17][CH3:18])=[CH:4][CH:3]=1.Br[CH2:21]Br.C(=O)([O-])[O-].[K+].[K+].Cl>CN(C)C=O.[Cu]=O.O>[O:11]1[C:10]2[C:9]3[CH:8]([CH2:12][CH2:13][NH:14][C:15](=[O:19])[CH2:16][CH2:17][CH3:18])[CH2:7][CH2:6][C:5]=3[CH:4]=[CH:3][C:2]=2[O:1][CH2:21]1 |f:2.3.4|. Procedure: A solution of N-[2-(6,7-dihydroxyindan-1-yl)ethyl]butyramide (1.13 g, 4.29 mmol.), dibromomethane (2.98 g, 17.2 mmol.), potassium carbonate (1.78 g, 12.9 mmol.) and copper-(II) oxide (34 mg, 0.43 mmol.) in N,N-dimethylformamide (15 mL) was stirred for 3 hours at 110° C. The reaction mixture was cooled, which was poured into water, followed by neutralizing with dilute hydrochloric acid. The organic matter was extracted with ethyl acetate. The extract solution was washed with a saturated aqueous s... Reactants: CO, COC(=O)c1cccc([N+](=O)[O-])c1Cl. The product is COC(=O)c1cccc(N)c1Cl. RXN SMILES: [CH3:15][OH:16].[Cl:1][c:2]1[c:3]([C:4](=[O:5])[O:6][CH3:7])[cH:8][cH:9][cH:10][c:11]1[N+:12]([O-:13])=[O:14]>>[Cl:1][c:2]1[c:3]([C:4](=[O:5])[O:6][CH3:7])[cH:8][cH:9][cH:10][c:11]1[NH2:12]. Reactants: ClCC=1C(=NOC1C)C (4- chloromethyl-3,5-dimethylisoxazole), solution, C(CCC)[Li] (butyllithium), COC=1[C@H](N=C(CN1)OC)C(C)C ((2R)-2,5-dihydro-3,6-dimethoxy-2-isopropylpyrazine). Run in C1CCOC1 (THF), CCCCCC (hexane), C1CCOC1 (THF). Reaction conditions: temperature -78 celsius, time 1 hour. Yields the product COC=1[C@H](N=C([C@@H](N1)CC=1C(=NOC1C)C)OC)C(C)C ((2R,5S)-2,5-Dihydro-3,6-dimethoxy-2-isopropyl-5-(3,5-dimethyl-4-isoxazolylmethyl)pyrazine). RXN SMILES: C([Li])CCC.[CH3:6][O:7][C:8]1[C@@H:9]([CH:16]([CH3:18])[CH3:17])[N:10]=[C:11]([O:14][CH3:15])[CH2:12][N:13]=1.Cl[CH2:20][C:21]1[C:22]([CH3:27])=[N:23][O:24][C:25]=1[CH3:26]>CCCCCC.C1COCC1>[CH3:6][O:7][C:8]1[C@@H:9]([CH:16]([CH3:18])[CH3:17])[N:10]=[C:11]([O:14][CH3:15])[C@H:12]([CH2:20][C:21]2[C:22]([CH3:27])=[N:23][O:24][C:25]=2[CH3:26])[N:13]=1. Procedure details: A 1.55M solution of butyllithium (10 ml, 15.5 mmol) in hexane was added by syringe to a stirred solution of (2R)-2,5-dihydro-3,6-dimethoxy-2-isopropylpyrazine (2.85 g, 15.5 mmol) in THF (50 ml) at -78° C. and the solution stirred for 1 hour at -78° C. A solution of 4- chloromethyl-3,5-dimethylisoxazole (2.34 g, 16 mmol) in THF (10 ml) was added gradually and the stirring continued overnight. The solvent was removed under reduced pressure, the residue dissolved in ethyl acetate (50 ml) and extrac...